This data is from the Open Reaction Database (ORD), a public repository of structured organic reaction records. The task is: describe an organic reaction: reactants, conditions, products, and yield Reactants: CC=CCCCOc1nsnc1-c1cccnc1, CI, CC(C)=O. The product is CC=CCCCOc1nsnc1-c1ccc[n+](C)c1, [I-]. As a reaction SMILES: [CH2:3]([CH2:4][CH2:5][CH:6]=[CH:7][CH3:8])[O:9][c:10]1[c:11](-[c:15]2[cH:16][n:17][cH:18][cH:19][cH:20]2)[n:12][s:13][n:14]1.[CH3:1][I:2].[CH3:21][C:22](=[O:23])[CH3:24]>>[CH3:1][n+:17]1[cH:16][c:15](-[c:11]2[c:10]([O:9][CH2:3][CH2:4][CH2:5][CH:6]=[CH:7][CH3:8])[n:14][s:13][n:12]2)[cH:20][cH:19][cH:18]1.[I-:2].